From a dataset of the Open Reaction Database (ORD), a public repository of structured organic reaction records. describe an organic reaction: reactants, conditions, products, and yield Product: NC(CCS(=O)(=O)CC(C(CO)O)O)(C)C (4-(3-Amino-3-methylbutylsulfonyl)butane-1,2,3-triol). Run at time 3.5 hour. Reaction SMILES: [CH3:1][C:2]([NH:16]C(=O)OCC1C=CC=CC=1)([CH2:4][CH2:5][S:6]([CH2:9][CH:10]([OH:15])[CH:11]([OH:14])[CH2:12][OH:13])(=[O:8])=[O:7])[CH3:3].[H][H]>CO.[Pd]>[NH2:16][C:2]([CH3:3])([CH3:1])[CH2:4][CH2:5][S:6]([CH2:9][CH:10]([OH:15])[CH:11]([OH:14])[CH2:12][OH:13])(=[O:8])=[O:7]. Procedure details: A solution of benzyl 2-methyl-4-(2,3,4-trihydroxybutylsulfonyl)butan-2-ylcarbamate (172.1 mg, 0.4418 mmol) in methanol (5 ml) was purged with nitrogen and palladium on carbon (10%, 40 mg) was added. The suspension was put under a blanket of hydrogen (1.3 atmospheres) and stirred for 3.5 hours. The suspension was filtered through a 0.45 um PTFE filter and concentrated in vacuo to afford the title compound which was used without further purification. LRMS (ESI/APCI) m/z 256 [M+H]+ The reactants are CC(C)(CCS(=O)(=O)CC(C(CO)O)O)NC(OCC1=CC=CC=C1)=O (benzyl 2-methyl-4-(2,3,4-trihydroxybutylsulfonyl)butan-2-ylcarbamate), [H][H] (hydrogen). Reagents/catalysts: [Pd] (palladium on carbon). The solvent is CO (methanol). Starting materials: Cc1ccc(S(=O)(=O)OCCOc2ccc(Cc3cc(Br)ccc3Cl)cc2)cc1, OC1CCC1, [H-], [Na+], C1CCOC1. Yields the product Clc1ccc(Br)cc1Cc1ccc(OCCOC2CCC2)cc1. As a reaction SMILES: [CH3:8][c:9]1[cH:10][cH:11][c:12]([S:13]([O:14][CH2:19][CH2:20][O:21][c:22]2[cH:23][cH:24][c:25]([CH2:28][c:29]3[c:30]([Cl:36])[cH:31][cH:32][c:33]([Br:35])[cH:34]3)[cH:26][cH:27]2)(=[O:15])=[O:16])[cH:17][cH:18]1.[CH:1]1([OH:5])[CH2:2][CH2:3][CH2:4]1.[H-:6].[Na+:7].[O:37]1[CH2:38][CH2:39][CH2:40][CH2:41]1>>[CH:1]1([O:5][CH2:19][CH2:20][O:21][c:22]2[cH:23][cH:24][c:25]([CH2:28][c:29]3[c:30]([Cl:36])[cH:31][cH:32][c:33]([Br:35])[cH:34]3)[cH:26][cH:27]2)[CH2:2][CH2:3][CH2:4]1. The reactants are CN1N=CC(=C1S(=O)(=O)N=C=O)C(=O)OCC (1-methyl-4-ethoxycarbonylpyrazol-5-sulfonylisocyanate), NC1=C(C(=O)O)C=CC(=C1)Cl (2-amino-4-chlorobenzoic acid). Product: ClC1=CC=C2C(N(C(NC2=C1)=O)S(=O)(=O)C1=C(C=NN1C)C(=O)OCC)=O (7-chloro-3-(4-ethoxycarbonyl-1-methylpyrazole-5-sulfonly)-2,4(1H,3H)-quinazolinedione). The yield is 35.3%. RXN SMILES: [CH3:1][N:2]1[C:6]([S:7]([N:10]=[C:11]=[O:12])(=[O:9])=[O:8])=[C:5]([C:13]([O:15][CH2:16][CH3:17])=[O:14])[CH:4]=[N:3]1.[NH2:18][C:19]1[CH:27]=[C:26]([Cl:28])[CH:25]=[CH:24][C:20]=1[C:21]([OH:23])=O>>[Cl:28][C:26]1[CH:27]=[C:19]2[C:20]([C:21](=[O:23])[N:10]([S:7]([C:6]3[N:2]([CH3:1])[N:3]=[CH:4][C:5]=3[C:13]([O:15][CH2:16][CH3:17])=[O:14])(=[O:9])=[O:8])[C:11](=[O:12])[NH:18]2)=[CH:24][CH:25]=1. Reported procedure: 1.26 g (4.89 mmol) of 1-methyl-4-ethoxycarbonylpyrazol-5-sulfonylisocyanate and 839 mg (4.89 mmol) of 2-amino-4-chlorobenzoic acid were treated in the same way as in Example 1 to obtain 712 mg of the above-identified compound (yield 35.3%). Properties: colorless crystal, Melting point: 222°-224° C., PMR (δppm, DMSO-d6):1.05 (3H,t), 2.09 (3H,s), 4.04 (2H,q), 4.25 (2H,s), 7.15 (1H,s), 7.29 (1H,s), 7.91 (1H,d), 8.02 (1H,s), 11.92 (1H,br). The reactants are CCCOC(=O)c1c(CBr)nc2cc(OC)c(OC)cc2c1-c1ccc(OC)c(OC)c1, O=C([O-])[O-], CN(C)C=O, [K+], [K+], O, Cn1ccnc1S. The product is CCCOC(=O)c1c(CSc2nccn2C)nc2cc(OC)c(OC)cc2c1-c1ccc(OC)c(OC)c1. As a reaction SMILES: [Br:1][CH2:2][c:3]1[n:4][c:5]2[cH:6][c:7]([O:31][CH3:32])[c:8]([O:29][CH3:30])[cH:9][c:10]2[c:11](-[c:19]2[cH:20][c:21]([O:27][CH3:28])[c:22]([O:25][CH3:26])[cH:23][cH:24]2)[c:12]1[C:13](=[O:14])[O:15][CH2:16][CH2:17][CH3:18].[C:40](=[O:41])([O-:42])[O-:43].[CH3:46][N:47]([CH3:48])[CH:49]=[O:50].[K+:44].[K+:45].[OH2:51].[SH:33][c:34]1[n:35]([CH3:39])[cH:36][cH:37][n:38]1>>[CH2:2]([c:3]1[n:4][c:5]2[cH:6][c:7]([O:31][CH3:32])[c:8]([O:29][CH3:30])[cH:9][c:10]2[c:11](-[c:19]2[cH:20][c:21]([O:27][CH3:28])[c:22]([O:25][CH3:26])[cH:23][cH:24]2)[c:12]1[C:13](=[O:14])[O:15][CH2:16][CH2:17][CH3:18])[S:33][c:34]1[n:35]([CH3:39])[cH:36][cH:37][n:38]1.